From a dataset of the Open Reaction Database (ORD), a public repository of structured organic reaction records. describe an organic reaction: reactants, conditions, products, and yield The reactants are Cl.ClC1=CC=C(C=C1)C=1CCNCC1 (4-(4-chlorophenyl)-1,2,3,6-tetrahydropyridine hydrochloride), N1=CC=CC=C1 (pyridine), ClC(Cl)(OC(OC(Cl)(Cl)Cl)=O)Cl (triphosgene). Solvent: C1(=CC=CC=C1)C (toluene), C(C)OCC (diethyl ether). The product is ClC1=CC=C(C=C1)C=1CCN(CC1)C(=O)Cl (4-(4-chlorophenyl)-1,2,3,6-tetrahydropyridine-1-carbonylchloride). The yield is 269.3%. As a reaction SMILES: Cl.[Cl:2][C:3]1[CH:8]=[CH:7][C:6]([C:9]2[CH2:10][CH2:11][NH:12][CH2:13][CH:14]=2)=[CH:5][CH:4]=1.N1C=CC=CC=1.[Cl:21][C:22](Cl)([O:24]C(=O)OC(Cl)(Cl)Cl)Cl>C1(C)C=CC=CC=1.C(OCC)C>[Cl:2][C:3]1[CH:8]=[CH:7][C:6]([C:9]2[CH2:14][CH2:13][N:12]([C:22]([Cl:21])=[O:24])[CH2:11][CH:10]=2)=[CH:5][CH:4]=1 |f:0.1|. Procedure details: A mixture of 4-(4-chlorophenyl)-1,2,3,6-tetrahydropyridine hydrochloride (1 g, 4.3 mmol), pyridine (680 mg, 8.6 mmol), and triphosgene (430 mg, 1.45 mmol) in toluene (20 ml) was heated under reflux for 3 hours. The reaction mixture was allowed to return to room temperature and diluted with diethyl ether. The mixture was washed with 10% hydrochloric acid, water and brine in this order, and dried over magnesium sulfate. After filtration, the filtrate was concentrated under reduced pressure to affo... Starting materials: OCc1cc(CCc2ccccc2)cc(CCc2ccccc2)c1, ClCCl, O=[Cr](=O)([O-])Cl, c1cc[nH+]cc1. Yields the product O=Cc1cc(CCc2ccccc2)cc(CCc2ccccc2)c1. As a reaction SMILES: [CH2:1]([CH2:2][c:3]1[cH:4][cH:5][cH:6][cH:7][cH:8]1)[c:9]1[cH:10][c:11]([CH2:23][OH:24])[cH:12][c:13]([CH2:15][CH2:16][c:17]2[cH:18][cH:19][cH:20][cH:21][cH:22]2)[cH:14]1.[Cl:36][CH2:37][Cl:38].[O:25]=[Cr:26]([Cl:27])([O-:28])=[O:29].[nH+:30]1[cH:31][cH:32][cH:33][cH:34][cH:35]1>>[CH2:1]([CH2:2][c:3]1[cH:4][cH:5][cH:6][cH:7][cH:8]1)[c:9]1[cH:10][c:11]([CH:23]=[O:24])[cH:12][c:13]([CH2:15][CH2:16][c:17]2[cH:18][cH:19][cH:20][cH:21][cH:22]2)[cH:14]1. The reactants are C(C)(=O)OCC (ethyl acetate), CON(C(=O)[C@H]1CN(C(C1)=O)C1=CC=C(C=C1)OCC1=CC(=CC=C1)F)C ((R)-1-[4-(3-Fluoro-benzyloxy)-phenyl]-5-oxo-pyrrolidine-3-carboxylic acid methoxy-methyl-amide), O (Water), C[Mg]Br (methyl magnesium bromide). Run in C1CCCCC1 (cyclohexane), O1CCCC1 (tetrahydrofurane). Reaction conditions: temperature 0 celsius, time 2 hour. Product: C(C)(=O)[C@@H]1CC(N(C1)C1=CC=C(C=C1)OCC1=CC(=CC=C1)F)=O ((R)-4-Acetyl-1-[4-(3-fluoro-benzyloxy)-phenyl]-pyrrolidin-2-one). Reaction SMILES: CON(C)[C:4]([C@@H:6]1[CH2:10][C:9](=[O:11])[N:8]([C:12]2[CH:17]=[CH:16][C:15]([O:18][CH2:19][C:20]3[CH:25]=[CH:24][CH:23]=[C:22]([F:26])[CH:21]=3)=[CH:14][CH:13]=2)[CH2:7]1)=[O:5].[CH3:28][Mg]Br.O.C(OCC)(=O)C>O1CCCC1.C1CCCCC1>[C:4]([C@H:6]1[CH2:7][N:8]([C:12]2[CH:13]=[CH:14][C:15]([O:18][CH2:19][C:20]3[CH:25]=[CH:24][CH:23]=[C:22]([F:26])[CH:21]=3)=[CH:16][CH:17]=2)[C:9](=[O:11])[CH2:10]1)(=[O:5])[CH3:28]. Reported procedure: (R)-1-[4-(3-Fluoro-benzyloxy)-phenyl]-5-oxo-pyrrolidine-3-carboxylic acid methoxy-methyl-amide (0.050 g, 0.143 mmol) was dissolved under argon in tetrahydrofurane (1 ml) and methyl magnesium bromide (0.188 mmol, 0.063 ml) was added at 0° C. The resulting solution was stirred at 0° C. for two hours. Water was added at 0° C. and the mixture was stirred for one hour. Extraction with ethyl acetate gave a residue which after chromatography on silica gel using a 9:1-mixture of ethyl acetate and cycloh... Reactants: CCCCC(=O)c1c(-c2ccc3c(Br)c(O)ccc3c2)oc2ccccc12, CCOC(=O)CBr, [H-], [Na+], CN(C)C=O. Product: CCCCC(=O)c1c(-c2ccc3c(Br)c(OCC(=O)OCC)ccc3c2)oc2ccccc12. As a reaction SMILES: [Br:1][c:2]1[c:3]2[cH:4][cH:5][c:6](-[c:13]3[o:14][c:15]4[c:16]([c:17]3[C:18]([CH2:19][CH2:20][CH2:21][CH3:22])=[O:23])[cH:24][cH:25][cH:26][cH:27]4)[cH:7][c:8]2[cH:9][cH:10][c:11]1[OH:12].[Br:30][CH2:31][C:32](=[O:33])[O:34][CH2:35][CH3:36].[H-:28].[Na+:29].[O:37]=[CH:38][N:39]([CH3:40])[CH3:41]>>[Br:1][c:2]1[c:3]2[cH:4][cH:5][c:6](-[c:13]3[o:14][c:15]4[c:16]([c:17]3[C:18]([CH2:19][CH2:20][CH2:21][CH3:22])=[O:23])[cH:24][cH:25][cH:26][cH:27]4)[cH:7][c:8]2[cH:9][cH:10][c:11]1[O:12][CH2:31][C:32](=[O:33])[O:34][CH2:35][CH3:36]. Reactants: N[C@H]1[C@@H](O[C@@H]([C@H]([C@@H]1OCC1=CC=CC=C1)OCC1=CC=CC=C1)COCC1=CC=CC=C1)O[C@H]1[C@@H]([C@H]([C@@H](OCC2=CC=CC=C2)O[C@@H]1COCC1=CC=CC=C1)NC(C)=O)OCC=C (benzyl 2-amino-3,4,6-tri-O-benzyl-2-deoxy-β-D-glucopyranosyl-(1→4)-2-acetamido-3-O-allyl-6-O-benzyl-2-deoxy-α-D-glucopyranoside), ClCCl.N1=CC=CC=C1 (dichloromethane pyridine), solution, ClC(COC(=O)Cl)(Cl)Cl (2,2,2-trichioroethoxycarbonyl chloride), ClCCl (dichloromethane), CO (methanol). Reagents/catalysts: CN(C1=CC=NC=C1)C (4-dimethylaminopyridine). Conditions: time 12 hour. Yields the product C(C1=CC=CC=C1)O[C@@H]1[C@H]([C@@](O[C@@H]([C@H]1OCC1=CC=CC=C1)COCC1=CC=CC=C1)(O[C@H]1[C@@H]([C@H]([C@@H](OCC2=CC=CC=C2)O[C@@H]1COCC1=CC=CC=C1)NC(C)=O)OCC=C)N)C(=O)OCC(Cl)(Cl)Cl (Benzyl 3,4,6-tri-O-benzyl-2-deoxy-2-[(2,2,2-trichloroethoxy)carbonyl]-amino-β-D-glucopyranosyl-(1→4)-2-acetamido-3-O-allyl-6-O-benzyl-2-deoxy-α-D-glucopyranoside). The yield is 74.0%. Reaction SMILES: N[C@@H:2]1[C@@H:7]([O:8][CH2:9][C:10]2[CH:15]=[CH:14][CH:13]=[CH:12][CH:11]=2)[C@H:6]([O:16][CH2:17][C:18]2[CH:23]=[CH:22][CH:21]=[CH:20][CH:19]=2)[C@@H:5]([CH2:24][O:25][CH2:26][C:27]2[CH:32]=[CH:31][CH:30]=[CH:29][CH:28]=2)[O:4][C@H:3]1[O:33][C@@H:34]1[C@@H:47]([CH2:48][O:49][CH2:50][C:51]2[CH:56]=[CH:55][CH:54]=[CH:53][CH:52]=2)[O:46][C@H:37]([O:38][CH2:39][C:40]2[CH:45]=[CH:44][CH:43]=[CH:42][CH:41]=2)[C@H:36]([NH:57][C:58](=[O:60])[CH3:59])[C@H:35]1[O:61][CH2:62][CH:63]=[CH2:64].[Cl:65][C:66]([Cl:73])([Cl:72])[CH2:67][O:68][C:69](Cl)=[O:70].ClCCl.CO.ClCCl.[N:82]1C=CC=CC=1>CN(C)C1C=CN=CC=1>[CH2:9]([O:8][C@H:7]1[C@H:6]([O:16][CH2:17][C:18]2[CH:19]=[CH:20][CH:21]=[CH:22][CH:23]=2)[C@@H:5]([CH2:24][O:25][CH2:26][C:27]2[CH:28]=[CH:29][CH:30]=[CH:31][CH:32]=2)[O:4][C@@:3]([NH2:82])([O:33][C@@H:34]2[C@@H:47]([CH2:48][O:49][CH2:50][C:51]3[CH:56]=[CH:55][CH:54]=[CH:53][CH:52]=3)[O:46][C@H:37]([O:38][CH2:39][C:40]3[CH:45]=[CH:44][CH:43]=[CH:42][CH:41]=3)[C@H:36]([NH:57][C:58](=[O:60])[CH3:59])[C@H:35]2[O:61][CH2:62][CH:63]=[CH2:64])[C@@H:2]1[C:69]([O:68][CH2:67][C:66]([Cl:73])([Cl:72])[Cl:65])=[O:70])[C:10]1[CH:15]=[CH:14][CH:13]=[CH:12][CH:11]=1 |f:4.5|. Procedure: To a stirred solution of benzyl 2-amino-3,4,6-tri-O-benzyl-2-deoxy-β-D-glucopyranosyl-(1→4)-2-acetamido-3-O-allyl-6-O-benzyl-2-deoxy-α-D-glucopyranoside 12 (ref.29; 873 mg, 1 mmol) and 4-dimethylaminopyridine (12 mg, 0.1 mmol) in a mixture of dry dichloromethane-pyridine (12:1; 26 ml) under argon in apparatus equipped with a septum at 0° C. 1M solution of 2,2,2-trichioroethoxycarbonyl chloride in dry dichloromethane (3 ml, 3 mmol) was slowly added through the septum and the mixture was stirred a... The reactants are COC1=C(C=CC(=C1)OC)C1=NN(C2=C(C=CC=C12)C(F)(F)F)CC(CC)CC (3-(2,4-dimethoxyphenyl)-1-(2-ethylbutyl)-7-(trifluoromethyl)-1H-indazole), B(Br)(Br)Br (boron tribromide), C1=CCCCC1 (cyclohexene). Yields the product C(C)C(CN1N=C(C2=CC=CC(=C12)C(F)(F)F)C1=C(C=C(C=C1)O)O)CC (4-[1-(2-ethylbutyl)-7-(trifluoromethyl)-1H-indazol-3-yl]benzene-1.3-diol). Yield: 33.1%. RXN SMILES: C[O:2][C:3]1[CH:8]=[C:7]([O:9]C)[CH:6]=[CH:5][C:4]=1[C:11]1[C:19]2[C:14](=[C:15]([C:20]([F:23])([F:22])[F:21])[CH:16]=[CH:17][CH:18]=2)[N:13]([CH2:24][CH:25]([CH2:28][CH3:29])[CH2:26][CH3:27])[N:12]=1.B(Br)(Br)Br.C1CCCCC=1>>[CH2:28]([CH:25]([CH2:26][CH3:27])[CH2:24][N:13]1[C:14]2[C:19](=[CH:18][CH:17]=[CH:16][C:15]=2[C:20]([F:23])([F:22])[F:21])[C:11]([C:4]2[CH:5]=[CH:6][C:7]([OH:9])=[CH:8][C:3]=2[OH:2])=[N:12]1)[CH3:29]. Procedure details: Prepared according to Method D step C from 3-(2,4-dimethoxyphenyl)-1-(2-ethylbutyl)-7-(trifluoromethyl)-1H-indazole (0.720 g, 1.77 mmol), boron tribromide (1.01 mL, 10.7 mmol) and 0.5 mL of cyclohexene to give the product (0.222 g) as an off-white solid. Reactants: Nc1nc(-c2cccnc2)c(Br)cc1[N+](=O)[O-], [Cu]I, CCCC[Sn](CCCC)(CCCC)c1c(F)cncc1F, C1COCCO1, Cl[Pd-]([PH](c1ccccc1)(c1ccccc1)c1ccccc1)[PH](c1ccccc1)(c1ccccc1)c1ccccc1. The product is Nc1nc(-c2cccnc2)c(-c2c(F)cncc2F)cc1[N+](=O)[O-]. As a reaction SMILES: [Br:1][c:2]1[c:3](-[c:12]2[cH:13][n:14][cH:15][cH:16][cH:17]2)[n:4][c:5]([NH2:11])[c:6]([N+:8](=[O:9])[O-:10])[cH:7]1.[Cu:85][I:86].[F:18][c:19]1[cH:20][n:21][cH:22][c:23]([F:38])[c:24]1[Sn:25]([CH2:26][CH2:27][CH2:28][CH3:29])([CH2:30][CH2:31][CH2:32][CH3:33])[CH2:34][CH2:35][CH2:36][CH3:37].[O:39]1[CH2:40][CH2:41][O:42][CH2:43][CH2:44]1.[c:45]1([PH:46]([Pd-:47]([Cl:48])[PH:49]([c:50]2[cH:51][cH:52][cH:53][cH:54][cH:55]2)([c:56]2[cH:57][cH:58][cH:59][cH:60][cH:61]2)[c:62]2[cH:63][cH:64][cH:65][cH:66][cH:67]2)([c:68]2[cH:69][cH:70][cH:71][cH:72][cH:73]2)[c:74]2[cH:75][cH:76][cH:77][cH:78][cH:79]2)[cH:80][cH:81][cH:82][cH:83][cH:84]1>>[c:2]1(-[c:24]2[c:19]([F:18])[cH:20][n:21][cH:22][c:23]2[F:38])[c:3](-[c:12]2[cH:13][n:14][cH:15][cH:16][cH:17]2)[n:4][c:5]([NH2:11])[c:6]([N+:8](=[O:9])[O-:10])[cH:7]1. Reactants: CCCOC1CN(C(=O)OCC)CCC1NC(=O)c1[nH]c(C)c(Cl)c1Cl, [K+], NN, [OH-], O, O, OCCO. The product is CCCOC1CNCCC1NC(=O)c1[nH]c(C)c(Cl)c1Cl. RXN SMILES: [Cl:1][c:2]1[c:3]([C:9](=[O:10])[NH:11][CH:12]2[CH:13]([O:23][CH2:24][CH2:25][CH3:26])[CH2:14][N:15]([C:18]([O:19][CH2:20][CH3:21])=[O:22])[CH2:16][CH2:17]2)[nH:4][c:5]([CH3:8])[c:6]1[Cl:7].[K+:28].[NH2:30][NH2:31].[OH-:27].[OH2:29].[OH2:32].[OH:33][CH2:34][CH2:35][OH:36]>>[Cl:1][c:2]1[c:3]([C:9](=[O:10])[NH:11][CH:12]2[CH:13]([O:23][CH2:24][CH2:25][CH3:26])[CH2:14][NH:15][CH2:16][CH2:17]2)[nH:4][c:5]([CH3:8])[c:6]1[Cl:7]. Reactants: COC(=O)C=1N=C(C=2N(C1)C(NN2)=O)NC(C)C (8-isopropylamino-3-oxo-2,3-dihydro-[1,2,4]triazolo[4,3-a]pyrazine-6-carboxylic acid methyl ester), [OH-].[K+] (KOH), Cl (HCl). The solvent is O1CCOCC1 (dioxane). The product is C(C)(C)NC=1C=2N(C=C(N1)C(=O)O)C(NN2)=O (8-isopropylamino-3-oxo-2,3-dihydro-[1,2,4]triazolo[4,3-a]pyrazine-6-carboxylic acid). RXN SMILES: C[O:2][C:3]([C:5]1[N:6]=[C:7]([NH:15][CH:16]([CH3:18])[CH3:17])[C:8]2[N:9]([C:11](=[O:14])[NH:12][N:13]=2)[CH:10]=1)=[O:4].[OH-].[K+].Cl>O1CCOCC1>[CH:16]([NH:15][C:7]1[C:8]2[N:9]([C:11](=[O:14])[NH:12][N:13]=2)[CH:10]=[C:5]([C:3]([OH:4])=[O:2])[N:6]=1)([CH3:18])[CH3:17] |f:1.2|. Reported procedure: A solution of 720 mg of the product of Step F in dioxane (10 mL) was treated with 6N KOH (2.0 mL) and the mixture was stirred at ambient temperature. After six h, the pH of the reaction was adjusted to 4.0 with concentrated HCl and the mixture was extracted with 3:1 chloroform/IPA (3×). The combined organic extracts were dried over magnesium sulfate, filtered, and concentrated to provide 8-isopropylamino-3-oxo-2,3-dihydro-[1,2,4]triazolo[4,3-a]pyrazine-6-carboxylic acid as a tan solid. MS (M+H+)...